This data is from the Open Reaction Database (ORD), a public repository of structured organic reaction records. The task is: describe an organic reaction: reactants, conditions, products, and yield The product is S1C(=CC=C1)CC(=O)O (2-thienylacetic acid). Reaction SMILES: [S:1]1[CH:5]=[CH:4][C:3](CC(O)=O)=[CH:2]1.CN1C=CC=[C:12]1[C:16]([OH:18])=[O:17].O1C=CC=C1CC(O)=O>>[S:1]1[CH:2]=[CH:3][CH:4]=[C:5]1[CH2:12][C:16]([OH:18])=[O:17]. Reactants: S1C=C(C=C1)CC(=O)O (3-thienylacetic acid), 3- or 4-pyridylacetic acid, CN1C(=CC=C1)C(=O)O (N-methylpyrrole-2-carboxylic acid), O1C(=CC=C1)CC(=O)O (furylacetic acid). Procedure details: 3-thienylacetic acid; N-methylpyrrole-2-carboxylic acid; furylacetic acid; 2-, 3- or 4-pyridylacetic acid; The reactants are CC1=C(C#N)C(c2ccc(C#N)cc2S(C)(=O)=O)N(C(C(=O)[O-])C(C)(C)C)C(=O)N1c1cccc(C(F)(F)F)c1, ClCCl, O=C(O)C(F)(F)F. The product is CC1=C(C#N)C(c2ccc(C#N)cc2S(C)(=O)=O)N(CC(=O)O)C(=O)N1c1cccc(C(F)(F)F)c1. As a reaction SMILES: [C:1]([CH3:2])([CH3:3])([CH3:4])[CH:5]([C:6](=[O:7])[O-:8])[N:9]1[C:10](=[O:40])[N:11]([c:30]2[cH:31][c:32]([C:36]([F:37])([F:38])[F:39])[cH:33][cH:34][cH:35]2)[C:12]([CH3:29])=[C:13]([C:27]#[N:28])[CH:14]1[c:15]1[c:16]([S:23](=[O:24])(=[O:25])[CH3:26])[cH:17][c:18]([C:21]#[N:22])[cH:19][cH:20]1.[Cl:48][CH2:49][Cl:50].[OH:41][C:42]([C:43]([F:44])([F:45])[F:46])=[O:47]>>[CH2:5]([C:6](=[O:7])[OH:8])[N:9]1[C:10](=[O:40])[N:11]([c:30]2[cH:31][c:32]([C:36]([F:37])([F:38])[F:39])[cH:33][cH:34][cH:35]2)[C:12]([CH3:29])=[C:13]([C:27]#[N:28])[CH:14]1[c:15]1[c:16]([S:23](=[O:24])(=[O:25])[CH3:26])[cH:17][c:18]([C:21]#[N:22])[cH:19][cH:20]1. Conditions: time 8 hour. Product: BrC1=NC(=C2N1CCCN(C2)C(=O)OC(C)(C)C)C(N[C@H](C(=O)NC)CC(C)C)=O ((S)-tert-butyl 3-bromo-1-(4-methyl-1-(methylamino)-1-oxopentan-2-ylcarbamoyl)-6,7-dihydro-5H-imidazo[1,5-a][1,4]diazepine-8(9H)-carboxylate). Procedure details: To a solution of 3-bromo-8-(tert-butoxycarbonyl)-6,7,8,9-tetrahydro-5H-imidazo[1,5-a][1,4]diazepine-1-carboxylic acid (33E) (1.08 g, 3.0 mmol), H-Leu-NHMe (20B) (0.62 g, 4.30 mmol) and DIEA (0.52 mL, 3.0 mmol) in DMF (25 mL) was added TBTU (1.46 g, 4.55 mmol) in two batches over 10 min at 0° C. After stirring from 0° C. to room temperature overnight, the reaction was quenched with water and evaporated under vacuum. The residue was extracted between saturated aqueous NaHCO3 and EtOAc. The organic... The reactants are BrC1=NC(=C2N1CCCN(C2)C(=O)OC(C)(C)C)C(=O)O (3-bromo-8-(tert-butoxycarbonyl)-6,7,8,9-tetrahydro-5H-imidazo[1,5-a][1,4]diazepine-1-carboxylic acid), CNC([C@@H](N)CC(C)C)=O (L-leucine-N-methylamide), CCN(C(C)C)C(C)C (DIEA), CN(C)C(=[N+](C)C)ON1C2=C(C=CC=C2)N=N1.[B-](F)(F)(F)F (TBTU). As a reaction SMILES: [Br:1][C:2]1[N:6]2[CH2:7][CH2:8][CH2:9][N:10]([C:12]([O:14][C:15]([CH3:18])([CH3:17])[CH3:16])=[O:13])[CH2:11][C:5]2=[C:4]([C:19](O)=[O:20])[N:3]=1.[CH3:22][NH:23][C:24](=[O:31])[C@H:25]([CH2:27][CH:28]([CH3:30])[CH3:29])[NH2:26].CCN(C(C)C)C(C)C.CN(C(ON1N=NC2C=CC=CC1=2)=[N+](C)C)C.[B-](F)(F)(F)F>CN(C=O)C>[Br:1][C:2]1[N:6]2[CH2:7][CH2:8][CH2:9][N:10]([C:12]([O:14][C:15]([CH3:17])([CH3:18])[CH3:16])=[O:13])[CH2:11][C:5]2=[C:4]([C:19](=[O:20])[NH:26][C@@H:25]([CH2:27][CH:28]([CH3:30])[CH3:29])[C:24]([NH:23][CH3:22])=[O:31])[N:3]=1 |f:3.4|. Isolated yield 51.0%. The solvent is CN(C)C=O (DMF). The reactants are C(C1=CC=CC=C1)OC1=C2C=C(N(C2=CC=C1)CC(C)C)C(=O)OCC (ethyl 4-benzyloxy-1-(2-methylpropyl)indole-2-carboxylate). The reagents and catalysts are [C].[Pd] (palladium-carbon). Yields the product OC1=C2C=C(N(C2=CC=C1)CC(C)C)C(=O)OCC (ethyl 4-hydroxy-1-(2-methylpropyl)indole-2-carboxylate). Reaction SMILES: C([O:8][C:9]1[CH:17]=[CH:16][CH:15]=[C:14]2[C:10]=1[CH:11]=[C:12]([C:22]([O:24][CH2:25][CH3:26])=[O:23])[N:13]2[CH2:18][CH:19]([CH3:21])[CH3:20])C1C=CC=CC=1>[C].[Pd]>[OH:8][C:9]1[CH:17]=[CH:16][CH:15]=[C:14]2[C:10]=1[CH:11]=[C:12]([C:22]([O:24][CH2:25][CH3:26])=[O:23])[N:13]2[CH2:18][CH:19]([CH3:21])[CH3:20] |f:1.2|. Procedure details: By the reactions in the same manner as in Starting Material Synthesis Example 10 using ethyl 4-benzyloxy-1-(2-methylpropyl)indole-2-carboxylate (6.0 g) and 10% palladium-carbon (0.6 g), the title compound was obtained as pale-brown crystals. Starting materials: BrBr (bromine), CC(=O)O.C1CCOC1 (HOAc THF), FC1=C(C=C(C=C1)C(C)=O)NS(=O)(=O)C (1-[4-fluoro-3-[(methylsulfonyl)amino]phenyl]ethanone), BrBr (bromine). The solvent is CCOC(=O)C.CCCCCC (EtOAc hexane). Conditions: time 1 hour. Yields the product BrCC(=O)C1=CC(=C(C=C1)F)NS(=O)(=O)C (2-Bromo-1-[4-fluoro-3-[(methylsulfonyl)amino]phenyl]ethanone). Yield: 43.5%. RXN SMILES: CC(O)=O.C1COCC1.[F:10][C:11]1[CH:16]=[CH:15][C:14]([C:17](=[O:19])[CH3:18])=[CH:13][C:12]=1[NH:20][S:21]([CH3:24])(=[O:23])=[O:22].[Br:25]Br>CCOC(C)=O.CCCCCC>[Br:25][CH2:18][C:17]([C:14]1[CH:15]=[CH:16][C:11]([F:10])=[C:12]([NH:20][S:21]([CH3:24])(=[O:23])=[O:22])[CH:13]=1)=[O:19] |f:0.1,4.5|. Procedure: To a stirred 20° C. solution (4 mL) of 40% HOAc/THF containing 1-[4-fluoro-3-[(methylsulfonyl)amino]phenyl]ethanone (1.0 g, 4.3 mmol) was added bromine (223 mL, 4.3 mmol). After stirring one hour, a second equivalent of bromine was added and the reaction run for 3.5 hours whereupon the reaction was judged complete by TLC (1:1 EtOAc/hexane). After dilution with EtOAc, the organic layer was washed with aq. NaHCO3 and then brine before drying over Na2SO4. After concentration, 0.58 g (44%) of the ti... Reactants: FC(CCC(C(=O)OCC)(CCC(F)F)C1=CC=C(C=C1)NC(/C=N/O)=O)F (ethyl 2-(3,3-difluoropropyl)-5,5-difluoro-2-[4-[[(2E)-2-hydroxyiminoacetyl]amino]phenyl]pentanoate), S(O)(O)(=O)=O (sulfuric acid). Run in ice water. Conditions: temperature 50 celsius, time 120 minute. The product is FC(CCC(C(=O)OCC)(CCC(F)F)C=1C=C2C(C(NC2=CC1)=O)=O)F (ethyl 2-(3,3-difluoropropyl)-2-(2,3-dioxoindolin-5-yl)-5,5-difluoropentanoate). Yield: 66.0%. Reaction SMILES: [F:1][CH:2]([F:28])[CH2:3][CH2:4][C:5]([C:16]1[CH:21]=[CH:20][C:19]([NH:22][C:23](=[O:27])/[CH:24]=N/O)=[CH:18][CH:17]=1)([CH2:11][CH2:12][CH:13]([F:15])[F:14])[C:6]([O:8][CH2:9][CH3:10])=[O:7].S(=O)(=O)(O)[OH:30]>>[F:14][CH:13]([F:15])[CH2:12][CH2:11][C:5]([C:16]1[CH:17]=[C:18]2[C:19](=[CH:20][CH:21]=1)[NH:22][C:23](=[O:27])[C:24]2=[O:30])([CH2:4][CH2:3][CH:2]([F:1])[F:28])[C:6]([O:8][CH2:9][CH3:10])=[O:7]. Reported procedure: 3.0 g of ethyl 2-(3,3-difluoropropyl)-5,5-difluoro-2-[4-[[(2E)-2-hydroxyiminoacetyl]amino]phenyl]pentanoate are added in portions to 20 ml of sulfuric acid (98%) at 50° C., during which the temperature rises to 60° C. When the addition is complete, the mixture is stirred at 50° C. for a further 120 min and subsequently poured into 400 ml of ice-water. The mixture is washed three times with 200 ml of dichloromethane/ethanol (9:1) each time, the combined organic phases are dried over sodium sulfat... Reactants: Cn1cc(-c2c[nH]c3ncc(N)cc23)cn1, O=C(Cl)c1ccc(F)cc1, c1ccncc1. The product is Cn1cc(-c2c[nH]c3ncc(NC(=O)c4ccc(F)cc4)cc23)cn1. As a reaction SMILES: [CH3:11][n:12]1[n:13][cH:14][c:15](-[c:17]2[cH:18][nH:19][c:20]3[n:21][cH:22][c:23]([NH2:26])[cH:24][c:25]23)[cH:16]1.[F:1][c:2]1[cH:3][cH:4][c:5]([C:6](=[O:7])[Cl:8])[cH:9][cH:10]1.[cH:27]1[cH:28][cH:29][n:30][cH:31][cH:32]1>>[F:1][c:2]1[cH:3][cH:4][c:5]([C:6](=[O:7])[NH:26][c:23]2[cH:22][n:21][c:20]3[nH:19][cH:18][c:17](-[c:15]4[cH:14][n:13][n:12]([CH3:11])[cH:16]4)[c:25]3[cH:24]2)[cH:9][cH:10]1.